Dataset: the Open Reaction Database (ORD), a public repository of structured organic reaction records. Task: describe an organic reaction: reactants, conditions, products, and yield Reactants: CN(C=O)C (dimethylformamide), [Cl-].[Al+3].[Cl-].[Cl-] (aluminum chloride), [Se]1(C=NC2=C1C=CC=C2)=O (benzoselenazolinone), Cl.C(C1=CN=CC=C1)(=O)Cl (nicotinoyl chloride hydrochloride). Conditions: temperature 45 celsius. The product is C(C1=CN=CC=C1)(=O)C1=CC2=C(N=C[Se]2=O)C=C1 (6-Nicotinoylbenzoselenazolinone). RXN SMILES: CN(C)C=O.[Cl-].[Al+3].[Cl-].[Cl-].[Se:10]1(=[O:19])[C:14]2[CH:15]=[CH:16][CH:17]=[CH:18][C:13]=2[N:12]=[CH:11]1.Cl.[C:21](Cl)(=[O:28])[C:22]1[CH:27]=[CH:26][CH:25]=[N:24][CH:23]=1>>[C:21]([C:16]1[CH:17]=[CH:18][C:13]2[N:12]=[CH:11][Se:10](=[O:19])[C:14]=2[CH:15]=1)(=[O:28])[C:22]1[CH:27]=[CH:26][CH:25]=[N:24][CH:23]=1 |f:1.2.3.4,6.7|. Procedure details: 9.9 ml (0.13 mol) of dimethylformamide are introduced dropwise and with stirring into a 250-ml flask containing 61.3 g (0.46 mol) of aluminum chloride, and the flask is fitted with a reflux condenser and heated in an oil bath to a temperature in the region of 45° C. 7.9 g (0.04 mol) of benzoselenazolinone and 10.6 g (0.06 mol) of nicotinoyl chloride hydrochloride are introduced. Reactants: CO (Methanol), COC(C1=CC(=C(C(=C1)Cl)N)Cl)=O (methyl-3,5-dichloro-4-aminobenzoate), [BH4-].[Na+] (NaBH4), C(C)(C)(C)O (t-butanol). Solvent: O (H2O). Product: ClC=1C=C(CO)C=C(C1N)Cl (3,5-Dichloro-4-amino benzyl alcohol). Isolated yield 92.7%. RXN SMILES: CO.C[O:4][C:5](=O)[C:6]1[CH:11]=[C:10]([Cl:12])[C:9]([NH2:13])=[C:8]([Cl:14])[CH:7]=1.[BH4-].[Na+].C(O)(C)(C)C>O>[Cl:12][C:10]1[CH:11]=[C:6]([CH:7]=[C:8]([Cl:14])[C:9]=1[NH2:13])[CH2:5][OH:4] |f:2.3|. Procedure: Methanol (400 ml) was added dropwise over 2 hours to a mixture of methyl-3,5-dichloro-4-aminobenzoate (110 g), NaBH4 (142.5 g) and t-butanol (1.1 L). At the end of the addition, the mixture was refluxed 3 hours, cooled, then H2O (1.2 L) was carefully added. The resulting layers were separated and the organic phase was washed with H2O (2×200 mL), separated, dried (MgSO4), filtered and evaporated to afford the desired product (89 g), mp 110-112° C. Reactants: ClB(Cl)Cl, COc1ccc(Oc2c(C)cc(-n3ncc(=O)[nH]c3=O)cc2Cl)cc1C(=O)c1ccc(F)cc1, ClCCl. Yields the product Cc1cc(-n2ncc(=O)[nH]c2=O)cc(Cl)c1Oc1ccc(O)c(C(=O)c2ccc(F)cc2)c1. As a reaction SMILES: [B:35]([Cl:36])([Cl:37])[Cl:38].[Cl:1][c:2]1[cH:3][c:4](-[n:27]2[n:28][cH:29][c:30](=[O:34])[nH:31][c:32]2=[O:33])[cH:5][c:6]([CH3:26])[c:7]1[O:8][c:9]1[cH:10][c:11]([C:17]([c:18]2[cH:19][cH:20][c:21]([F:24])[cH:22][cH:23]2)=[O:25])[c:12]([O:15][CH3:16])[cH:13][cH:14]1.[Cl:39][CH2:40][Cl:41]>>[Cl:1][c:2]1[cH:3][c:4](-[n:27]2[n:28][cH:29][c:30](=[O:34])[nH:31][c:32]2=[O:33])[cH:5][c:6]([CH3:26])[c:7]1[O:8][c:9]1[cH:10][c:11]([C:17]([c:18]2[cH:19][cH:20][c:21]([F:24])[cH:22][cH:23]2)=[O:25])[c:12]([OH:15])[cH:13][cH:14]1. The reactants are CC=1C(=CC=C2CCNC(C12)=O)C(=O)OC (methyl 8-methyl-1-oxo-1,2,3,4-tetrahydroisoquinoline-7-carboxylate), [H-].[Na+] (NaH), CN(C)C=O (DMF), ice water, ClCC1=C(C=C(C=C1C)C)OCC1=CC=CC=C1C1(C(C(=CC(=C1)C)C)CCl)OCC1=CC=CC=C1 (1-(benzyloxy)-2-(chloromethyl)-3,5-dimethylbenzene benzyl 2-(chloromethyl)-3,5-dimethylphenyl ether). Conditions: temperature 0 celsius, time 30 minute. Product: C(C1=CC=CC=C1)OC1=NC(=CC(=C1CN1C(C2=C(C(=CC=C2CC1)C(=O)O)C)=O)C)C (2-{[2-(benzyloxy)-4,6-dimethylpyridin-3-yl]methyl}-8-methyl-1-oxo-1,2,3,4-tetrahydroisoquinoline-7-carboxylic acid). Isolated yield 61.0%. RXN SMILES: [CH3:1][C:2]1[C:3]([C:13]([O:15]C)=[O:14])=[CH:4][CH:5]=[C:6]2[C:11]=1[C:10](=[O:12])[NH:9][CH2:8][CH2:7]2.[H-].[Na+].Cl[CH2:20][C:21]1[C:26]([CH3:27])=[CH:25][C:24](C)=[CH:23][C:22]=1[O:29][CH2:30][C:31]1[C:36](C2(OCC3C=CC=CC=3)C=C(C)C=C(C)C2CCl)=[CH:35][CH:34]=[CH:33][CH:32]=1.C[N:56](C=O)C>>[CH2:30]([O:29][C:22]1[C:21]([CH2:20][N:9]2[CH2:8][CH2:7][C:6]3[C:11](=[C:2]([CH3:1])[C:3]([C:13]([OH:15])=[O:14])=[CH:4][CH:5]=3)[C:10]2=[O:12])=[C:26]([CH3:27])[CH:25]=[C:24]([CH3:23])[N:56]=1)[C:31]1[CH:36]=[CH:35][CH:34]=[CH:33][CH:32]=1 |f:1.2|. Reported procedure: To a stirred solution of methyl 8-methyl-1-oxo-1,2,3,4-tetrahydroisoquinoline-7-carboxylate (76d, 100 mg, 0.46 mmol) in DMF (5 mL) was added NaH (0.032 g, 1.32 mmol, 60% in oil) at 0° C. under N2. After stirring at 0° C. for 30 minutes, 1-(benzyloxy)-2-(chloromethyl)-3,5-dimethylbenzene benzyl 2-(chloromethyl)-3,5-dimethylphenyl ether (Cpd Z, 180 mg, 0.69 mmol) was added and the reaction mixture stirred at room temperature overnight. The reaction mixture was poured into ice-water (20 mL). The re... Starting materials: FC1=NC=CN=C1I (2-fluoro-3-iodopyrazine), dichloride palladium(ii)complex, [I-].C(C)(C)(C)OC(=O)N1CCC(CC1)[Zn+] ((1-(tert-butoxycarbonyl)piperidin-4-yl)zinc(II) iodide). Reagents/catalysts: C1(=CC=CC=C1)P([C-]1C=CC=C1)C1=CC=CC=C1.[C-]1(C=CC=C1)P(C1=CC=CC=C1)C1=CC=CC=C1.[Fe+2] (1,1′-bis(diphenylphosphino)ferrocene), [Cu]I (copper(i) iodide). The solvent is CC(=O)N(C)C (DMA). Run at temperature 80 celsius, time 16 hour. Yields the product FC=1C(=NC=CN1)C1CCN(CC1)C(=O)OC(C)(C)C (tert-butyl 4-(3-fluoropyrazin-2-yl)piperidine-1-carboxylate). RXN SMILES: [F:1][C:2]1[C:7](I)=[N:6][CH:5]=[CH:4][N:3]=1.[I-].[C:10]([O:14][C:15]([N:17]1[CH2:22][CH2:21][CH:20]([Zn+])[CH2:19][CH2:18]1)=[O:16])([CH3:13])([CH3:12])[CH3:11]>C1(P(C2C=CC=CC=2)[C-]2C=CC=C2)C=CC=CC=1.[C-]1(P(C2C=CC=CC=2)C2C=CC=CC=2)C=CC=C1.[Fe+2].[Cu]I.CC(N(C)C)=O>[F:1][C:2]1[C:7]([CH:20]2[CH2:21][CH2:22][N:17]([C:15]([O:14][C:10]([CH3:13])([CH3:12])[CH3:11])=[O:16])[CH2:18][CH2:19]2)=[N:6][CH:5]=[CH:4][N:3]=1 |f:1.2,3.4.5|. Procedure details: In an oven-dried flask were charged 2-fluoro-3-iodopyrazine (0.829 g, 3.70 mmol), 1,1′-bis(diphenylphosphino)ferrocene]dichloride palladium(ii)complex with dichloramethane (0.091 g, 0.111 mmol), copper(i) iodide (0.042 g, 0.222 mmol), and DMA (3 mL). The resulting mixture was degassed with alternating vacuum/nitrogen purges. The (1-(tert-butoxycarbonyl)piperidin-4-yl)zinc(II) iodide (1.951 g, 5.18 mmol) solution from previous step was filtered into the mixture. It was degassed one more time and ... The reactants are [OH-].[Na+] (sodium hydroxide), NC1=CC=CC=C1 (aniline), Cl (hydrochloric acid), C1(CCCCC1)=O (cyclohexanone). Yields the product NC1=CC=C(C=C1)C1(CCCCC1)C1=CC=C(C=C1)N (1,1-bis(4-aminophenyl)cyclohexane). As a reaction SMILES: [NH2:1][C:2]1[CH:7]=[CH:6][CH:5]=[CH:4][CH:3]=1.Cl.[C:9]1(=O)[CH2:14][CH2:13][CH2:12][CH2:11][CH2:10]1.[OH-].[Na+]>>[NH2:1][C:2]1[CH:7]=[CH:6][C:5]([C:9]2([C:5]3[CH:6]=[CH:7][C:2]([NH2:1])=[CH:3][CH:4]=3)[CH2:14][CH2:13][CH2:12][CH2:11][CH2:10]2)=[CH:4][CH:3]=1 |f:3.4|. Procedure details: 240 Parts of aniline is mixed with 240 parts of hydrochloric acid with stirring, and then 75 parts of cyclohexanone is added to the mixture, which is subjected to the condensation reaction with stirring at 102° to 108° C. for about 24 hours. Then, 700 parts of a 45% aqueous sodium hydroxide solution is added and the non-reacted aniline is collected by steam distillation. Thereafter, 1,1-bis(4-aminophenyl)cyclohexane can be obtained as a crude solid by cooling. In the preferred embodiment of the ... The reactants are CC(=O)O, CCCCCCCCc1ccc(C=NNC(=O)OC(C)(C)C)cc1, C1CCOC1, CCOCC. Yields the product CCCCCCCCc1ccc(CNNC(=O)OC(C)(C)C)cc1. Reaction SMILES: [C:25]([OH:26])(=[O:27])[CH3:28].[CH2:1]([CH2:2][CH2:3][CH2:4][CH2:5][CH2:6][CH2:7][CH3:8])[c:9]1[cH:10][cH:11][c:12]([CH:13]=[N:14][NH:15][C:16](=[O:17])[O:18][C:19]([CH3:20])([CH3:21])[CH3:22])[cH:23][cH:24]1.[CH2:29]1[O:30][CH2:31][CH2:32][CH2:33]1.[CH3:34][CH2:35][O:36][CH2:37][CH3:38]>>[CH2:1]([CH2:2][CH2:3][CH2:4][CH2:5][CH2:6][CH2:7][CH3:8])[c:9]1[cH:10][cH:11][c:12]([CH2:13][NH:14][NH:15][C:16](=[O:17])[O:18][C:19]([CH3:20])([CH3:21])[CH3:22])[cH:23][cH:24]1.